From a dataset of the Open Reaction Database (ORD), a public repository of structured organic reaction records. describe an organic reaction: reactants, conditions, products, and yield Reactants: ClC1=C(C=C(C=C1)[N+](=O)[O-])S(=O)(=O)O (4-chloro-3-sulphonitrobenzene), C1(CCCCC1)N (cyclohexylamine), C([O-])([O-])=O.[Na+].[Na+] (sodium carbonate). The solvent is O (water). The product is C1(CCCCC1)NC1=C(C=C(C=C1)[N+](=O)[O-])S(=O)(=O)O (4-cyclohexylamino-3-sulphonitrobenzene). As a reaction SMILES: Cl[C:2]1[CH:7]=[CH:6][C:5]([N+:8]([O-:10])=[O:9])=[CH:4][C:3]=1[S:11]([OH:14])(=[O:13])=[O:12].[CH:15]1([NH2:21])[CH2:20][CH2:19][CH2:18][CH2:17][CH2:16]1.C(=O)([O-])[O-].[Na+].[Na+]>O>[CH:15]1([NH:21][C:2]2[CH:7]=[CH:6][C:5]([N+:8]([O-:10])=[O:9])=[CH:4][C:3]=2[S:11]([OH:14])(=[O:13])=[O:12])[CH2:20][CH2:19][CH2:18][CH2:17][CH2:16]1 |f:2.3.4|. Procedure: To 4-chloro-3-sulphonitrobenzene (130 g) in water (2 liters) was added cyclohexylamine (75 ml) and sodium carbonate (26.5 g). The reaction mixture was heated at 90° for 10 hours, cooled and the solid so formed isolated by filtration to give 4-cyclohexylamino-3-sulphonitrobenzene (120 g).